From a dataset of the Open Reaction Database (ORD), a public repository of structured organic reaction records. describe an organic reaction: reactants, conditions, products, and yield Reactants: COCCBr, CC#N, Cl, [K+], [K+], O=C1CCNCC1, O=C([O-])[O-], O. The product is COCCN1CCC(=O)CC1. RXN SMILES: [CH3:10][O:11][CH2:12][CH2:13][Br:14].[CH3:21][C:22]#[N:23].[ClH:1].[K+:15].[K+:16].[NH:3]1[CH2:4][CH2:5][C:6](=[O:9])[CH2:7][CH2:8]1.[O-:17][C:18]([O-:19])=[O:20].[OH2:2]>>[N:3]1([CH2:13][CH2:12][O:11][CH3:10])[CH2:4][CH2:5][C:6](=[O:9])[CH2:7][CH2:8]1. The reactants are CCO, O=C(Nc1cc2nc(-c3ccc([N+](=O)[O-])cc3)[nH]c2cn1)C12CC3CC(CC(C3)C1)C2. Product: Nc1ccc(-c2nc3cc(NC(=O)C45CC6CC(CC(C6)C4)C5)ncc3[nH]2)cc1. RXN SMILES: [CH3:32][CH2:33][OH:34].[N+:1]([O-:2])(=[O:3])[c:4]1[cH:5][cH:6][c:7](-[c:10]2[n:11][c:12]3[c:13]([cH:14][n:15][c:16]([NH:18][C:19](=[O:20])[C:21]45[CH2:22][CH:23]6[CH2:24][CH:25]([CH2:26][CH:27]([CH2:28]4)[CH2:29]6)[CH2:30]5)[cH:17]3)[nH:31]2)[cH:8][cH:9]1>>[NH2:1][c:4]1[cH:5][cH:6][c:7](-[c:10]2[n:11][c:12]3[c:13]([cH:14][n:15][c:16]([NH:18][C:19](=[O:20])[C:21]45[CH2:22][CH:23]6[CH2:24][CH:25]([CH2:26][CH:27]([CH2:28]4)[CH2:29]6)[CH2:30]5)[cH:17]3)[nH:31]2)[cH:8][cH:9]1. The reactants are [OH-].[K+] (KOH), C(C)(C)OC1=CC=C(C=C1)NC(=O)N1CCC(CC1)C1=NC=NC2=CC(=CC=C12)Cl (4-(7-chloro-quinazolin-4-yl)-piperidine-1-carboxylic acid (4-isopropoxy-phenyl)-amide), CO (MeOH). Conditions: temperature 100 celsius, time 3 hour. The product is C(C)(C)(C)OC(=O)N1CCC(CC1)C1=NC=NC2=CC(=CC=C12)OC (4-(7-methoxy-quinazolin-4-yl)-piperidine-1-carboxylic acid tert-butyl ester). Reaction SMILES: [OH-:1].[K+].C(OC1C=CC(N[C:14]([N:16]2[CH2:21][CH2:20][CH:19]([C:22]3[C:31]4[C:26](=[CH:27][C:28](Cl)=[CH:29][CH:30]=4)[N:25]=[CH:24][N:23]=3)[CH2:18][CH2:17]2)=[O:15])=CC=1)(C)C.[CH3:33][OH:34]>>[C:19]([O:1][C:14]([N:16]1[CH2:17][CH2:18][CH:19]([C:22]2[C:31]3[C:26](=[CH:27][C:28]([O:34][CH3:33])=[CH:29][CH:30]=3)[N:25]=[CH:24][N:23]=2)[CH2:20][CH2:21]1)=[O:15])([CH3:22])([CH3:20])[CH3:18] |f:0.1|. Procedure details: Solid KOH (224 mg, 4 mmol) was added to a solution of 4-(7-chloro-quinazolin-4-yl)-piperidine-1,4-dicarboxylic acid 1-tert-butyl ester 4-methyl ester (29a; 41 mg, 0.1 mmol), prepared as described in Example 29, in anhydrous MeOH (1 mL). The mixture was stirred at 100° C. for 3 h. It was then cooled to rt and concentrated in vacuo. The residue was dissolved in DCM and washed with water, brine, dried over anhydrous MgSO4, filtered and concentrated in vacuo to obtain crude 4-(7-methoxy-quinazolin-4... Reactants: Cl.Cl.ClC=1C=NC=2NC=3C=CC=C(CCC4=C(C=CC(NC1N2)=C4)N)C3 (6-chloro-2,4,8,22-tetraazatetracyclo[14.3.1.1(3,7).1(9,13)]docosa-1(20),3(22),4,6,9(21),10,12,16,18-nonaen-12-amine dihydrochloride), N1=CC=CC=C1 (pyridine), N1C[C@@H](CC1)NC(OC(C)(C)C)=O (tert-butyl (3R)-pyrrolidin-3-ylcarbamate), N1=CC=CC=C1 (pyridine), C(=O)(Cl)Cl (phosgene), C1(=CC=CC=C1)C (toluene). Run in C(Cl)Cl (methylene chloride), CO (methanol). Reaction conditions: time 1 hour. The product is ClC=1C=NC=2NC=3C=CC=C(CCC4=C(C=CC(NC1N2)=C4)NC(=O)N4C[C@@H](CC4)NC(OC(C)(C)C)=O)C3 (tert-Butyl [(3R)-1-({[6-chloro-2,4,8,22-tetraazatetracyclo[14.3.1.1(3,7).1(9,13)]docosa-1(20),3(22),4,6,9(21),10,12,16,18-nonaen-12-yl]amino}carbonyl)pyrrolidin-3-yl]carbamate). As a reaction SMILES: Cl.Cl.[Cl:3][C:4]1[CH:5]=[N:6][C:7]2[NH:8][C:9]3[CH:10]=[CH:11][CH:12]=[C:13]([CH:26]=3)[CH2:14][CH2:15][C:16]3[CH:24]=[C:20]([NH:21][C:22]=1[N:23]=2)[CH:19]=[CH:18][C:17]=3[NH2:25].N1C=CC=CC=1.[C:33](Cl)(Cl)=[O:34].C1(C)C=CC=CC=1.[NH:44]1[CH2:48][CH2:47][C@@H:46]([NH:49][C:50](=[O:56])[O:51][C:52]([CH3:55])([CH3:54])[CH3:53])[CH2:45]1>C(Cl)Cl.CO>[Cl:3][C:4]1[CH:5]=[N:6][C:7]2[NH:8][C:9]3[CH:10]=[CH:11][CH:12]=[C:13]([CH:26]=3)[CH2:14][CH2:15][C:16]3[CH:24]=[C:20]([NH:21][C:22]=1[N:23]=2)[CH:19]=[CH:18][C:17]=3[NH:25][C:33]([N:44]1[CH2:48][CH2:47][C@@H:46]([NH:49][C:50](=[O:56])[O:51][C:52]([CH3:53])([CH3:55])[CH3:54])[CH2:45]1)=[O:34] |f:0.1.2|. Procedure details: To a mixture of 6-chloro-2,4,8,22-tetraazatetracyclo[14.3.1.1(3,7).1(9,13)]docosa-1(20),3(22),4,6,9(21),10,12,16,18-nonaen-12-amine dihydrochloride (30 mg, 0.07 mmol) and pyridine (18.9 μL, 0.234 mmol) in methylene chloride (0.4 mL) was added 20% phosgene in toluene (1:4, phosgene:toluene, 50.2 μL, 0.0950 mmol). The resulting mixture was stirred for 1 hour before adding tert-butyl (3R)-pyrrolidin-3-ylcarbamate (14.3 mg, 0.0767 mmol) and pyridine (13.0 μL, 0.161 mmol). The mixture was allowed to ... The reactants are Cl (hydrochloric acid), [BH4-].[Na+] (Sodium borohydride), ice, ClC=1C=C(C=CC1Cl)C(CC=C)C=O (4-(3,4-dichlorophenyl)-4-formylbut-1-ene). The solvent is C(C)O (ethanol), O (water). Conditions: temperature 0 celsius, time 30 minute. The product is ClC=1C=C(C=CC1Cl)C(CC=C)CO (4-(3,4-dichlorophenyl)-5-hydroxypent-1-ene). The yield is 53.4%. RXN SMILES: [BH4-].[Na+].[Cl:3][C:4]1[CH:5]=[C:6]([CH:11]([CH:15]=[O:16])[CH2:12][CH:13]=[CH2:14])[CH:7]=[CH:8][C:9]=1[Cl:10].Cl>C(O)C.O>[Cl:3][C:4]1[CH:5]=[C:6]([CH:11]([CH2:15][OH:16])[CH2:12][CH:13]=[CH2:14])[CH:7]=[CH:8][C:9]=1[Cl:10] |f:0.1|. Procedure details: Sodium borohydride (2.2 g) was added in four portions, over 10 minutes, to an ice-cooled solution of 4-(3,4-dichlorophenyl)-4-formylbut-1-ene (13 g) (see Preparation 21) in ethanol (100 ml). The mixture was stirred for a further 30 minutes before removing the solvent under reduced pressure to give a residue. This was suspended in water (50 ml), cooled to 0° C. and the mixture acidified (pH<6) with 2N aqueous hydrochloric acid solution. The mixture was extracted three times with dichloromethane, ...